This data is from the Open Reaction Database (ORD), a public repository of structured organic reaction records. The task is: describe an organic reaction: reactants, conditions, products, and yield Starting materials: N1=CC=CC2=CC(=CC=C12)OS(=O)(=O)C(F)(F)F (trifluoromethanesulfonic acid quinolin-6-yl ester), N1=CC=CC=C1 (pyridine), BrBr (bromine). Solvent: C(Cl)(Cl)(Cl)Cl (CCl4). Product: BrC=1C=NC2=CC=C(C=C2C1)OS(=O)(=O)C(F)(F)F (trifluoromethanesulfonic acid 3-bromo-quinolin-6-yl ester). Isolated yield 26.1%. Reaction SMILES: [N:1]1[C:10]2[C:5](=[CH:6][C:7]([O:11][S:12]([C:15]([F:18])([F:17])[F:16])(=[O:14])=[O:13])=[CH:8][CH:9]=2)[CH:4]=[CH:3][CH:2]=1.N1C=CC=CC=1.[Br:25]Br>C(Cl)(Cl)(Cl)Cl>[Br:25][C:3]1[CH:2]=[N:1][C:10]2[C:5]([CH:4]=1)=[CH:6][C:7]([O:11][S:12]([C:15]([F:18])([F:16])[F:17])(=[O:13])=[O:14])=[CH:8][CH:9]=2. Procedure details: To a mixture of trifluoromethanesulfonic acid quinolin-6-yl ester (3.88 g, 14 mmol) and pyridine (2.26 mL, 28 mmol) in CCl4 (50 mL) was added bromine (0.86 mL, 16.8 mmol) dropwise. The mixture was heated to reflux for 2 hrs and cooled to room temperature. The liquid in the flask was decanted and washed with NaHCO3 and water. The dark solid on the bottom of the flask was treated with NaHCO3 and dichloromethane. The combined organic layers were washed with water again and dried before being evapor... Reactants: ClC1=NC=NC(=N1)Cl (2,4-dichloro-1,3,5-triazine), C(=O)([O-])[O-].[K+].[K+] (K2CO3), ClC1=CC=C2CCCNC2=C1 (7-chloro-1,2,3,4-tetrahydro-quinoline). The solvent is C(=O)(C)C#N (AcCN), C(=O)(C)C#N (AcCN). Reaction conditions: temperature 0 celsius, time 1 hour. Yields the product ClC1=CC=C2CCCN(C2=C1)C1=NC=NC(=N1)Cl (7-chloro-1-(4-chloro-[1,3,5]triazin-2-yl)-1,2,3,4-tetrahydro-quinoline). RXN SMILES: Cl[C:2]1[N:7]=[C:6]([Cl:8])[N:5]=[CH:4][N:3]=1.C([O-])([O-])=O.[K+].[K+].[Cl:15][C:16]1[CH:25]=[C:24]2[C:19]([CH2:20][CH2:21][CH2:22][NH:23]2)=[CH:18][CH:17]=1>C(C#N)(C)=O>[Cl:15][C:16]1[CH:25]=[C:24]2[C:19]([CH2:20][CH2:21][CH2:22][N:23]2[C:2]2[N:7]=[C:6]([Cl:8])[N:5]=[CH:4][N:3]=2)=[CH:18][CH:17]=1 |f:1.2.3|. Reported procedure: A mixture of the compound 2,4-dichloro-1,3,5-triazine (1.0 g, 5.97 mmol) and solid K2CO3 (4.0 g, 29 mmol) was suspended in AcCN (20 mL) under nitrogen at 0° C., followed by slow addition of 7-chloro-1,2,3,4-tetrahydro-quinoline (Step 1) (1.1 g, 6.56 mmol) as a solution in AcCN (20 mL) over 15 min. The mixture was stirred at 0° C. for 1 h. The solids were removed by suction filtration and washed with AcCN. The organics were concentrated under reduced pressure and the crude compound was purified v... Starting materials: ClC(=O)OCC (ethyl chloroformate), ClC1=CC=C(C=C1)NC(=O)N1N=C(CC1)C1=CC=C(C=C1)Cl (N,3-bis-(4-chlorophenyl)-4,5-dihydro-1H-pyrazole-1-carboxamide), C(C)(C)NC(C)C (diisopropyl amine), solution, C(CCC)[Li] (butyllithium). The solvent is O1CCCC1 (tetrahydrofuran), CCCCCC (hexane). Reaction conditions: temperature -20 celsius, time 20 minute. Product: ClC1=CC=C(C=C1)NC(=O)N1N=C(C(C1)C(=O)OCC)C1=CC=C(C=C1)Cl (N,3-bis-(4-chlorophenyl)-4-carboethoxy-4,5-dihydro-1H-pyrazole-1-carboxamide). As a reaction SMILES: [Cl:1][C:2]1[CH:7]=[CH:6][C:5]([NH:8][C:9]([N:11]2[CH2:15][CH2:14][C:13]([C:16]3[CH:21]=[CH:20][C:19]([Cl:22])=[CH:18][CH:17]=3)=[N:12]2)=[O:10])=[CH:4][CH:3]=1.C(NC(C)C)(C)C.C([Li])CCC.Cl[C:36]([O:38][CH2:39][CH3:40])=[O:37]>O1CCCC1.CCCCCC>[Cl:1][C:2]1[CH:3]=[CH:4][C:5]([NH:8][C:9]([N:11]2[CH2:15][CH:14]([C:36]([O:38][CH2:39][CH3:40])=[O:37])[C:13]([C:16]3[CH:17]=[CH:18][C:19]([Cl:22])=[CH:20][CH:21]=3)=[N:12]2)=[O:10])=[CH:6][CH:7]=1. Procedure: To 3.2 g of N,3-bis-(4-chlorophenyl)-4,5-dihydro-1H-pyrazole-1-carboxamide dissolved in 20 ml of tetrahydrofuran and cooled in an acetone bath maintained at -20° C., was added 1.5 ml of diisopropyl amine and 8.0 ml of a 2.7 molar solution of butyllithium in hexane. The resulting solution was stirred for 20 minutes and then cooled to -70° C. To this solution was added 0.5 ml of ethyl chloroformate. The reaction was allowed to stir for 10 minutes and then allowed to warm to room temperature over 1... The reactants are C1(CC1)C=1C=2N(C=C(C1)C1=CC=C(C=C1)C(F)(F)F)C=CN2 (8-Cyclopropyl-6-(4-trifluoromethyl-phenyl)-imidazo[1,2-a]pyridine), ICl (iodine monochloride). The product is C1(CC1)C=1C=2N(C=C(C1)C1=CC=C(C=C1)C(F)(F)F)C(=CN2)I (8-Cyclopropyl-3-iodo-6-(4-trifluoromethyl-phenyl)-imidazo[1,2-a]pyridine). The yield is 99.0%. Reaction SMILES: [CH:1]1([C:4]2[C:5]3[N:6]([CH:20]=[CH:21][N:22]=3)[CH:7]=[C:8]([C:10]3[CH:15]=[CH:14][C:13]([C:16]([F:19])([F:18])[F:17])=[CH:12][CH:11]=3)[CH:9]=2)[CH2:3][CH2:2]1.[I:23]Cl>>[CH:1]1([C:4]2[C:5]3[N:6]([C:20]([I:23])=[CH:21][N:22]=3)[CH:7]=[C:8]([C:10]3[CH:11]=[CH:12][C:13]([C:16]([F:18])([F:17])[F:19])=[CH:14][CH:15]=3)[CH:9]=2)[CH2:2][CH2:3]1. Procedure: Prepared from 8-cyclopropyl-6-(4-trifluoromethyl-phenyl)-imidazo[1,2-a]pyridine (example C.25 step 4) (2.2 g, 7 mmol) and iodine monochloride as described in example C.20 step 3. Obtained the title compound as a grey solid (3.1 g, 99%). MS (ISP) 429.2 [(M+H)+]. The reactants are CCN=C=NCCCN(C)C, CN(C)C=O, CCN(C(C)C)C(C)C, Cl, Cc1nc(-n2c(=O)n(Cc3ccc(F)cc3)c3ccccc32)sc1C(=O)O, NCc1ccccc1, O, On1nnc2ccccc21. Yields the product Cc1nc(-n2c(=O)n(Cc3ccc(F)cc3)c3ccccc32)sc1C(=O)NCc1ccccc1. Reaction SMILES: [CH3:49][N:50]([CH3:51])[CH2:52][CH2:53][CH2:54][N:55]=[C:56]=[N:57][CH2:58][CH3:59].[CH3:68][N:69]([CH3:70])[CH:71]=[O:72].[CH:28]([N:29]([CH2:30][CH3:31])[CH:32]([CH3:33])[CH3:34])([CH3:35])[CH3:36].[ClH:48].[F:1][c:2]1[cH:3][cH:4][c:5]([CH2:6][n:7]2[c:8](=[O:25])[n:9](-[c:16]3[s:17][c:18]([C:22](=[O:23])[OH:24])[c:19]([CH3:21])[n:20]3)[c:10]3[c:11]2[cH:12][cH:13][cH:14][cH:15]3)[cH:26][cH:27]1.[NH2:60][CH2:61][c:62]1[cH:63][cH:64][cH:65][cH:66][cH:67]1.[OH2:37].[OH:38][n:39]1[c:40]2[cH:41][cH:42][cH:43][cH:44][c:45]2[n:46][n:47]1>>[F:1][c:2]1[cH:3][cH:4][c:5]([CH2:6][n:7]2[c:8](=[O:25])[n:9](-[c:16]3[s:17][c:18]([C:22](=[O:23])[NH:60][CH2:61][c:62]4[cH:63][cH:64][cH:65][cH:66][cH:67]4)[c:19]([CH3:21])[n:20]3)[c:10]3[c:11]2[cH:12][cH:13][cH:14][cH:15]3)[cH:26][cH:27]1.